Dataset: the Open Reaction Database (ORD), a public repository of structured organic reaction records. Task: describe an organic reaction: reactants, conditions, products, and yield The reactants are BrC=1C=C(C(=NC1)CN1C=C2C(C=3C(=CC=C(C13)F)F)=NN(C2=O)C2=C(C=CC=C2)F)F (5-[(5-bromo-3-fluoropyridin-2-yl)methyl]-6,9-difluoro-2-(2-fluorophenyl)-2,5-dihydro-3H-pyrazolo[4,3-c]quinolin-3-one), C1(CCCCC1)P(C1=C(C=CC=C1)C1=C(C=C(C=C1C(C)C)C(C)C)C(C)C)C1CCCCC1 (2-dicyclohexylphosphino-2′,4′,6′-tri-iso-propyl-1,1′-biphenyl), CN1N=CC(=C1)B1OC(C(O1)(C)C)(C)C (1-methyl-4-(4,4,5,5-tetramethyl-1,3,2-dioxaborolan-2-yl)-1H-pyrazole), C([O-])([O-])=O.[K+].[K+] (potassium carbonate). The reagents and catalysts are C(C)(=O)[O-].[Pd+2].C(C)(=O)[O-] (palladium(II) acetate). Solvent: CS(=O)C (dimethylsulfoxide), O (water). Reaction conditions: time 4 hour. Yields the product FC1=CC=C(C=2C=3C(=CN(C12)CC1=NC=C(C=C1F)C=1C=NN(C1)C)C(N(N3)C3=C(C=CC=C3)F)=O)F (6,9-Difluoro-5-{[3-fluoro-5-(1-methyl-1H-pyrazol-4-yl)pyridin-2-yl]methyl}-2-(2-fluorophenyl)-2,5-dihydro-3H-pyrazolo[4,3-c]quinolin-3-one). As a reaction SMILES: Br[C:2]1[CH:3]=[C:4]([F:32])[C:5]([CH2:8][N:9]2[C:18]3[C:17]([F:19])=[CH:16][CH:15]=[C:14]([F:20])[C:13]=3[C:12]3=[N:21][N:22]([C:25]4[CH:30]=[CH:29][CH:28]=[CH:27][C:26]=4[F:31])[C:23](=[O:24])[C:11]3=[CH:10]2)=[N:6][CH:7]=1.[CH3:33][N:34]1[CH:38]=[C:37](B2OC(C)(C)C(C)(C)O2)[CH:36]=[N:35]1.C(=O)([O-])[O-].[K+].[K+].C1(P(C2CCCCC2)C2C=CC=CC=2C2C(C(C)C)=CC(C(C)C)=CC=2C(C)C)CCCCC1>CS(C)=O.O.C([O-])(=O)C.[Pd+2].C([O-])(=O)C>[F:19][C:17]1[C:18]2[N:9]([CH2:8][C:5]3[C:4]([F:32])=[CH:3][C:2]([C:37]4[CH:36]=[N:35][N:34]([CH3:33])[CH:38]=4)=[CH:7][N:6]=3)[CH:10]=[C:11]3[C:23](=[O:24])[N:22]([C:25]4[CH:30]=[CH:29][CH:28]=[CH:27][C:26]=4[F:31])[N:21]=[C:12]3[C:13]=2[C:14]([F:20])=[CH:15][CH:16]=1 |f:2.3.4,8.9.10|. Procedure details: 5-[(5-Bromo-3-fluoropyridin-2-yl)methyl]-6,9-difluoro-2-(2-fluorophenyl)-2,5-dihydro-3H-pyrazolo[4,3-c]quinolin-3-one (Example 103, 63 mg, 0.13 mmol), 1-methyl-4-(4,4,5,5-tetramethyl-1,3,2-dioxaborolan-2-yl)-1H-pyrazole (45 mg, 0.21 mmol, 1.7 equiv), potassium carbonate (52 mg, 0.38 mmol, 3 equiv), palladium(II) acetate (5.7 mg, 0.025 mmol, 0.2 equiv) and 2-dicyclohexylphosphino-2′,4′,6′-tri-iso-propyl-1,1′-biphenyl (28 mg, 0.058 mmol, 0.46 equiv) were combined in dimethylsulfoxide (0.9 mL) and ... Starting materials: N1=CC(=CC=C1)CO (3-pyridine methanol), C1(CCCCC1)C(=O)O (cyclohexane carboxylic acid), C(C)(C)(C)C1=NC=C(C=O)C=C1 (6-tert-butylnicotinaldehyde). Product: C1(CCCCC1)C1=NC=C(C=O)C=C1 (6-Cyclohexylnicotinaldehyde). The yield is 6.0%. RXN SMILES: [N:1]1[CH:6]=[CH:5][CH:4]=[C:3]([CH2:7][OH:8])[CH:2]=1.[CH:9]1(C(O)=O)[CH2:14][CH2:13][CH2:12][CH2:11][CH2:10]1.C(C1C=CC(C=O)=CN=1)(C)(C)C>>[CH:9]1([C:6]2[CH:5]=[CH:4][C:3]([CH:7]=[O:8])=[CH:2][N:1]=2)[CH2:14][CH2:13][CH2:12][CH2:11][CH2:10]1. Procedure details: This compound was synthesized in 6% yield from 3-pyridine methanol and cyclohexane carboxylic acid using the same procedure as for 6-tert-butylnicotinaldehyde. Reaction SMILES: C(OC([N:8]1[CH2:17][CH2:16][C:15]2[N:14]=[CH:13][C:12]([NH:18][C:19]3[N:28]=[C:27]4[C:22]([C:23](=[O:40])[N:24]([C:32]5[C:37]([F:38])=[CH:36][CH:35]=[CH:34][C:33]=5[Cl:39])[C:25]5[N:26]4[CH:29]=[CH:30][N:31]=5)=[CH:21][N:20]=3)=[CH:11][C:10]=2[CH2:9]1)=O)(C)(C)C.[F:41][C:42]([F:47])([F:46])[C:43]([OH:45])=[O:44]>C(Cl)Cl>[Cl:39][C:33]1[CH:34]=[CH:35][CH:36]=[C:37]([F:38])[C:32]=1[N:24]1[C:23](=[O:40])[C:22]2[CH:21]=[N:20][C:19]([NH:18][C:12]3[CH:13]=[N:14][C:15]4[CH2:16][CH2:17][NH:8][CH2:9][C:10]=4[CH:11]=3)=[N:28][C:27]=2[N:26]2[CH:29]=[CH:30][N:31]=[C:25]12.[F:41][C:42]([F:47])([F:46])[C:43]([OH:45])=[O:44]. Procedure details: A mixture of Example 277A (54.6 mg, 0.097 mmol) and trifluoroacetic acid (0.075 mL, 0.970 mmol) in CH2Cl2 (3 mL) was stirred overnight. The solids were filtered, rinsed with CH2Cl2, and dried to provide the title compound as a trifluoroacetic acid salt. 1H NMR (400 MHz, CD3OD) δ 3.29-3.26 (m, 2H), 3.68 (t, J=6.4 Hz, 2H), 4.55 (s, 2H), 7.11 (d, J=1.9 Hz, 1H), 7.44-7.35 (m, 1H), 7.56-7.53 (m, 1H), 7.66-7.60 (m, 1H), 7.91 (d, J=1.9 Hz, 1H), 8.38 (bs, 1H), 8.93 (bs, 1H), 9.26 (s, 1H). MS (ESI+) m/z ... The solvent is C(Cl)Cl (CH2Cl2). Starting materials: C(C)(C)(C)OC(=O)N1CC=2C=C(C=NC2CC1)NC1=NC=C2C(N(C=3N(C2=N1)C=CN3)C3=C(C=CC=C3F)Cl)=O (3-[4-(2-Chloro-6-fluoro-phenyl)-5-oxo-4,5-dihydro-3,4,7,9,9b-pentaaza-cyclopenta[a]naphthalen-8-ylamino]-7,8-dihydro-5H-[1,6]naphthyridine-6-carboxylic acid tert-butyl ester), FC(C(=O)O)(F)F (trifluoroacetic acid). Product: ClC1=C(C(=CC=C1)F)N1C=2N(C3=C(C1=O)C=NC(=N3)NC=3C=NC=1CCNCC1C3)C=CN2 (6-(2-chloro-6-fluorophenyl)-2-(5,6,7,8-tetrahydro-1,6-naphthyridin-3-ylamino)imidazo[1,2-a]pyrimido[5,4-e]pyrimidin-5(6H)-one), FC(C(=O)O)(F)F (trifluoroacetic acid). Reactants: CC(=O)Oc1cccc(-c2nc(Nc3ccc4c(cnn4C(=O)OC(C)(C)C)c3)c3ccccc3n2)c1, CO, [NH4+], [OH-]. Yields the product CC(C)(C)OC(=O)n1ncc2cc(Nc3nc(-c4cccc(O)c4)nc4ccccc34)ccc21. As a reaction SMILES: [C:1](=[O:2])([CH3:3])[O:4][c:5]1[cH:6][c:7](-[c:11]2[n:12][c:13]3[cH:14][cH:15][cH:16][cH:17][c:18]3[c:19]([NH:21][c:22]3[cH:23][c:24]4[cH:25][n:26][n:27]([C:31](=[O:32])[O:33][C:34]([CH3:35])([CH3:36])[CH3:37])[c:28]4[cH:29][cH:30]3)[n:20]2)[cH:8][cH:9][cH:10]1.[CH3:40][OH:41].[NH4+:39].[OH-:38]>>[OH:4][c:5]1[cH:6][c:7](-[c:11]2[n:12][c:13]3[cH:14][cH:15][cH:16][cH:17][c:18]3[c:19]([NH:21][c:22]3[cH:23][c:24]4[cH:25][n:26][n:27]([C:31](=[O:32])[O:33][C:34]([CH3:35])([CH3:36])[CH3:37])[c:28]4[cH:29][cH:30]3)[n:20]2)[cH:8][cH:9][cH:10]1.